From a dataset of the Open Reaction Database (ORD), a public repository of structured organic reaction records. describe an organic reaction: reactants, conditions, products, and yield Starting materials: ON1C(C=2C(C1=O)=CC=CC2)=O (N-hydroxyphthalimide), C([O-])([O-])=O.[K+].[K+] (potassium carbonate), ClC=1C(=NC=C(C1)C(F)(F)F)CCl (3-Chloro-2-chloromethyl-5-trifluoromethylpyridine). Solvent: CN(C=O)C (dimethylformamide). Reaction conditions: time 1 hour. Yields the product C1(C=2C(C(N1)=O)=CC=CC2)=O (phthalimide). RXN SMILES: O[N:2]1[C:6](=[O:7])[C:5]2=[CH:8][CH:9]=[CH:10][CH:11]=[C:4]2[C:3]1=[O:12].C(=O)([O-])[O-].[K+].[K+].ClC1C(CCl)=NC=C(C(F)(F)F)C=1>CN(C)C=O>[C:6]1(=[O:7])[NH:2][C:3](=[O:12])[C:4]2=[CH:11][CH:10]=[CH:9][CH:8]=[C:5]12 |f:1.2.3|. Procedure details: To a solution of N-hydroxyphthalimide (3.55 g) in dimethylformamide (50 ml) was added potassium carbonate (3.0 g) to give a thick yellow suspension which was stirred for 1 hour. 3-Chloro-2-chloromethyl-5-trifluoromethylpyridine (5.0 g) was added and the reaction stirred at room temperature for 20 hours. The mixture was filtered and the filtrate poured into water. The resulting white solid was isolated by filtration, washed with water, redissolved in ethyl acetate and the organic solution dried a... The reactants are CCOC(C)=O, Cn1c(=O)c(-c2ccc(F)c(NC(=O)Nc3cc(C(C)(C)C)nn3CCN3CCN(C(=O)OCc4ccccc4)CC3)c2)cc2cnc(N)nc21, [OH-], [OH-], [Pd+2]. The product is Cn1c(=O)c(-c2ccc(F)c(NC(=O)Nc3cc(C(C)(C)C)nn3CCN3CCNCC3)c2)cc2cnc(N)nc21. RXN SMILES: [CH3:52][CH2:53][O:54][C:55]([CH3:56])=[O:57].[NH2:1][c:2]1[n:3][cH:4][c:5]2[c:6]([n:7]1)[n:8]([CH3:51])[c:9](=[O:50])[c:10](-[c:12]1[cH:13][cH:14][c:15]([F:49])[c:16]([NH:18][C:19]([NH:20][c:21]3[cH:22][c:23]([C:44]([CH3:45])([CH3:46])[CH3:47])[n:24][n:25]3[CH2:26][CH2:27][N:28]3[CH2:29][CH2:30][N:31]([C:34]([O:35][CH2:36][c:37]4[cH:38][cH:39][cH:40][cH:41][cH:42]4)=[O:43])[CH2:32][CH2:33]3)=[O:48])[cH:17]1)[cH:11]2.[OH-:58].[OH-:60].[Pd+2:59]>>[NH2:1][c:2]1[n:3][cH:4][c:5]2[c:6]([n:7]1)[n:8]([CH3:51])[c:9](=[O:50])[c:10](-[c:12]1[cH:13][cH:14][c:15]([F:49])[c:16]([NH:18][C:19]([NH:20][c:21]3[cH:22][c:23]([C:44]([CH3:45])([CH3:46])[CH3:47])[n:24][n:25]3[CH2:26][CH2:27][N:28]3[CH2:29][CH2:30][NH:31][CH2:32][CH2:33]3)=[O:48])[cH:17]1)[cH:11]2. Reactants: CC=1SC2=C(CCC=3C=NC(=NC23)N)N1 (2-methyl-4,5-dihydro-thiazolo[4,5-h]quinazolin-8-ylamine), ClC(=O)OCCC=C (3-butenyl chloroformate), [Cl-].[NH4+] (Ammonium chloride). Run in N1=CC=CC=C1 (pyridine). Reaction conditions: time 16 hour. Yields the product C(CC=C)OC(NC1=NC=2C3=C(CCC2C=N1)N=C(S3)C)=O ((2-Methyl-4,5-dihydro-thiazolo[4,5-h]quinazolin-8-yl)-carbamic acid but-3-enyl ester). Yield: 83.8%. As a reaction SMILES: [CH3:1][C:2]1[S:3][C:4]2[C:13]3[N:12]=[C:11]([NH2:14])[N:10]=[CH:9][C:8]=3[CH2:7][CH2:6][C:5]=2[N:15]=1.Cl[C:17]([O:19][CH2:20][CH2:21][CH:22]=[CH2:23])=[O:18].[Cl-].[NH4+]>N1C=CC=CC=1>[CH2:20]([O:19][C:17](=[O:18])[NH:14][C:11]1[N:10]=[CH:9][C:8]2[CH2:7][CH2:6][C:5]3[N:15]=[C:2]([CH3:1])[S:3][C:4]=3[C:13]=2[N:12]=1)[CH2:21][CH:22]=[CH2:23] |f:2.3|. Procedure details: To 2-methyl-4,5-dihydro-thiazolo[4,5-h]quinazolin-8-ylamine (100 mg, 0.46 mmol) in pyridine (3 mL) was added 3-butenyl chloroformate (68 μL, 74 mg, 0.55 mmol). The mixture was stirred at room temperature for 16 h. Ammonium chloride solution was added (50 mL) and the product was extracted with CH2Cl2 (3×50 mL). The organic extracts were combined, dried, filtered, and concentrated under vacuum to give a yellow solid. Crystallisation from EtOAc afforded the pure title product as yellow crystals (12... The reactants are C(C)NC1=NC=CC=C1 (2-ethylaminopyridine), FC1=C2CCC(CC2=CC(=C1)F)=O (5,7-difluoro-1,2,3,4-tetrahydro naphthalen-2-one), Cl (hydrochloric acid), (1R,2S)-N-methylephedrine, [H-].[Al+3].[Li+].[H-].[H-].[H-] (lithium aluminum hydride). The solvent is C(C)OCC (diethyl ether), C(Cl)(Cl)Cl (CHCl3), C(C)OCC (diethyl ether), CO (methanol), C(C)OCC (diethyl ether). Run at time 3 hour. Product: FC1=C2CC[C@H](CC2=CC(=C1)F)O ((R)-5,7-difluoro-1,2,3,4-tetrahydro-2-hydroxynaphthalene). The yield is 46.7%. Reaction SMILES: [H-].[Al+3].[Li+].[H-].[H-].[H-].C(NC1C=CC=CN=1)C.[F:16][C:17]1[CH:26]=[C:25]([F:27])[CH:24]=[C:23]2[C:18]=1[CH2:19][CH2:20][C:21](=[O:28])[CH2:22]2.Cl>C(OCC)C.C(Cl)(Cl)Cl.CO>[F:16][C:17]1[CH:26]=[C:25]([F:27])[CH:24]=[C:23]2[C:18]=1[CH2:19][CH2:20][C@@H:21]([OH:28])[CH2:22]2 |f:0.1.2.3.4.5|. Procedure details: A solution of (1R,2S)-N-methylephedrine (81.3 g, 0.454 mol) in 1.2 L of anhydrous diethyl ether was added to lithium aluminum hydride (1.0M in diethyl ether, 416 mL, 0.416 mol) over 45 minutes. The mixture was heated under reflux for 1 hour and then allowed to cool to room temperature. A solution of 2-ethylaminopyridine (110.7 g, 0.907 mol) in 100 mL of anhydrous diethyl ether was added over 45 minutes. The mixture was heated under reflux for 1 hour and then cooled to -65° C. A solution of 5,7-d... The reactants are CC(CCCl)C(=O)Cl, Cc1ccccc1, CC(C)(C)c1coc(N)c1C#N. The product is CC1CCN(c2occ(C(C)(C)C)c2C#N)C1=O. As a reaction SMILES: [CH3:13][CH:14]([C:15](=[O:16])[Cl:20])[CH2:18][CH2:19][Cl:17].[CH3:21][c:22]1[cH:23][cH:24][cH:25][cH:26][cH:27]1.[NH2:1][c:2]1[o:3][cH:4][c:5]([C:9]([CH3:10])([CH3:11])[CH3:12])[c:6]1[C:7]#[N:8]>>[N:1]1([c:2]2[o:3][cH:4][c:5]([C:9]([CH3:10])([CH3:11])[CH3:12])[c:6]2[C:7]#[N:8])[C:15](=[O:16])[CH:14]([CH3:13])[CH2:18][CH2:19]1. Starting materials: CCOC(=O)Cc1ccc(OC)c(B2OC(C)(C)C(C)(C)O2)c1, C1CCOC1, CN([SiH](C)C)[Si](C)(C)C, CI, [Na]. The product is CCOC(=O)C(C)c1ccc(OC)c(B2OC(C)(C)C(C)(C)O2)c1. RXN SMILES: [CH2:1]([CH3:2])[O:3][C:4]([CH2:5][c:6]1[cH:7][c:8]([B:14]2[O:15][C:16]([CH3:21])([CH3:22])[C:17]([CH3:19])([CH3:20])[O:18]2)[c:9]([O:12][CH3:13])[cH:10][cH:11]1)=[O:23].[CH2:36]1[O:37][CH2:38][CH2:39][CH2:40]1.[CH3:26][SiH:27]([CH3:28])[N:29]([CH3:30])[Si:31]([CH3:32])([CH3:33])[CH3:34].[I:24][CH3:25].[Na:35]>>[CH2:1]([CH3:2])[O:3][C:4]([CH:5]([c:6]1[cH:7][c:8]([B:14]2[O:15][C:16]([CH3:21])([CH3:22])[C:17]([CH3:19])([CH3:20])[O:18]2)[c:9]([O:12][CH3:13])[cH:10][cH:11]1)[CH3:26])=[O:23]. Reactants: COc1ccc2c(c1)Cc1c(NCCN(C)C)cccc1S2=O, I. The product is CN(C)CCNc1cccc2c1Cc1cc(O)ccc1S2=O. As a reaction SMILES: [CH3:1][N:2]([CH2:3][CH2:4][NH:5][c:6]1[cH:7][cH:8][cH:9][c:10]2[c:19]1[CH2:18][c:17]1[c:12]([cH:13][cH:14][c:15]([O:20][CH3:21])[cH:16]1)[S:11]2=[O:22])[CH3:23].[IH:24]>>[CH3:1][N:2]([CH2:3][CH2:4][NH:5][c:6]1[cH:7][cH:8][cH:9][c:10]2[c:19]1[CH2:18][c:17]1[c:12]([cH:13][cH:14][c:15]([OH:20])[cH:16]1)[S:11]2=[O:22])[CH3:23]. Reactants: COCCn1c(=O)sc2ccc(B3OC(C)(C)C(C)(C)O3)cc21, CC#N, CC(C)(C)OC(=O)NC1(C(=O)NC(Cc2ccc(I)cc2)C(N)=O)CCOCC1, [Na+], [Na+], O=C([O-])[O-]. Product: COCCn1c(=O)sc2ccc(-c3ccc(CC(NC(=O)C4(NC(=O)OC(C)(C)C)CCOCC4)C(N)=O)cc3)cc21. As a reaction SMILES: [CH3:30][O:31][CH2:32][CH2:33][n:34]1[c:35](=[O:52])[s:36][c:37]2[c:38]1[cH:39][c:40]([B:43]1[O:44][C:45]([CH3:46])([CH3:47])[C:48]([CH3:49])([CH3:50])[O:51]1)[cH:41][cH:42]2.[CH3:59][C:60]#[N:61].[NH2:1][C:2]([CH:3]([CH2:4][c:5]1[cH:6][cH:7][c:8]([I:11])[cH:9][cH:10]1)[NH:12][C:13](=[O:14])[C:15]1([NH:21][C:22]([O:23][C:24]([CH3:25])([CH3:26])[CH3:27])=[O:28])[CH2:16][CH2:17][O:18][CH2:19][CH2:20]1)=[O:29].[Na+:53].[Na+:54].[O-:55][C:56](=[O:57])[O-:58]>>[NH2:1][C:2]([CH:3]([CH2:4][c:5]1[cH:6][cH:7][c:8](-[c:40]2[cH:39][c:38]3[n:34]([CH2:33][CH2:32][O:31][CH3:30])[c:35](=[O:52])[s:36][c:37]3[cH:42][cH:41]2)[cH:9][cH:10]1)[NH:12][C:13](=[O:14])[C:15]1([NH:21][C:22]([O:23][C:24]([CH3:25])([CH3:26])[CH3:27])=[O:28])[CH2:16][CH2:17][O:18][CH2:19][CH2:20]1)=[O:29]. Starting materials: COc1ccc(P2(=S)SP(=S)(c3ccc(OC)cc3)S2)cc1, Cc1ccccc1, CCOC(C)=O, O=C(NC1N=C(c2ccccc2F)c2ccccc2NC1=O)OCc1ccccc1. Yields the product O=C(NC1N=C(c2ccccc2F)c2ccccc2NC1=S)OCc1ccccc1. RXN SMILES: [CH3:31][O:32][c:33]1[cH:34][cH:35][c:36]([P:37]2(=[S:40])[S:38][P:39]([c:41]3[cH:42][cH:43][c:44]([O:45][CH3:46])[cH:47][cH:48]3)(=[S:49])[S:50]2)[cH:51][cH:52]1.[CH3:53][c:54]1[cH:55][cH:56][cH:57][cH:58][cH:59]1.[CH3:60][CH2:61][O:62][C:63](=[O:64])[CH3:65].[F:1][c:2]1[c:3]([C:8]2=[N:9][CH:10]([NH:20][C:21](=[O:22])[O:23][CH2:24][c:25]3[cH:26][cH:27][cH:28][cH:29][cH:30]3)[C:11](=[O:19])[NH:12][c:13]3[c:14]2[cH:15][cH:16][cH:17][cH:18]3)[cH:4][cH:5][cH:6][cH:7]1>>[F:1][c:2]1[c:3]([C:8]2=[N:9][CH:10]([NH:20][C:21](=[O:22])[O:23][CH2:24][c:25]3[cH:26][cH:27][cH:28][cH:29][cH:30]3)[C:11](=[S:40])[NH:12][c:13]3[c:14]2[cH:15][cH:16][cH:17][cH:18]3)[cH:4][cH:5][cH:6][cH:7]1. The reactants are BrC1=CC(=NC=C1)C (4-bromo-2-methylpyridine), FC1=NC=CC=C1B(O)O (2-fluoropyridin-3-ylboronic acid), C([O-])([O-])=O.[Na+].[Na+] (sodium carbonate). Reagents/catalysts: Cl[Pd]([P](C1=CC=CC=C1)(C2=CC=CC=C2)C3=CC=CC=C3)([P](C4=CC=CC=C4)(C5=CC=CC=C5)C6=CC=CC=C6)Cl (Pd(PPh3)2Cl2). The solvent is C([O-])(O)=O.[Na+] (sodium bicarbonate), O (water), COCCOC.C(C)O.O (1,2-dimethoxyethane ethanol water). Reaction conditions: temperature 80 celsius. Product: FC1=NC=CC=C1C1=CC(=NC=C1)C (2-fluoro-3-(2-methylpyridin-4-yl)pyridine). Yield: 81.4%. As a reaction SMILES: Br[C:2]1[CH:7]=[CH:6][N:5]=[C:4]([CH3:8])[CH:3]=1.[F:9][C:10]1[C:15](B(O)O)=[CH:14][CH:13]=[CH:12][N:11]=1.C(=O)([O-])[O-].[Na+].[Na+]>COCCOC.C(O)C.O.C(=O)(O)[O-].[Na+].O.Cl[Pd](Cl)([P](C1C=CC=CC=1)(C1C=CC=CC=1)C1C=CC=CC=1)[P](C1C=CC=CC=1)(C1C=CC=CC=1)C1C=CC=CC=1>[F:9][C:10]1[C:15]([C:2]2[CH:7]=[CH:6][N:5]=[C:4]([CH3:8])[CH:3]=2)=[CH:14][CH:13]=[CH:12][N:11]=1 |f:2.3.4,5.6.7,8.9,^1:43,62|. Reported procedure: A mixture of 4-bromo-2-methylpyridine (25.0 g, 145 mmol), 2-fluoropyridin-3-ylboronic acid (22.5 g, 160 mmol), Pd(PPh3)2Cl2 (5.10 g, 7.27 mmol), and sodium carbonate (46.2 g, 436 mmol) in 1,2-dimethoxyethane:ethanol:water (7:2:0.75, 292.5 ml total volume) was heated to 80° C. for 4 h. After cooling to room temperature, the mixture was diluted with saturated aqueous sodium bicarbonate solution and water, then extracted with dichloromethane (3×). The combined organic extracts were then extracted w...